Dataset: the Open Reaction Database (ORD), a public repository of structured organic reaction records. Task: describe an organic reaction: reactants, conditions, products, and yield Reactants: CC1(OC2=C(NC1=O)C=C(C=C2)[N+](=O)[O-])C (3,4-dihydro-2,2-dimethyl-6-nitro-3-oxo-2H-1,4-benzoxazine), BrCC(=O)OCC (ethyl bromoacetate), C([O-])([O-])=O.[K+].[K+] (potassium carbonate), C(C)#N (acetonitrile), BrCC(=O)OCC (ethyl bromoacetate), C([O-])([O-])=O.[K+].[K+] (potassium carbonate). The solvent is CN(C=O)C (N,N-dimethylformamide). Reaction conditions: temperature 80 celsius, time 2 hour. Yields the product CC1(OC2=C(N(C1=O)CC(=O)OCC)C=C(C=C2)[N+](=O)[O-])C (ethyl (3,4-dihydro-2,2-dimethyl-6-nitro-3-oxo-2H1,4 -benzoxazin-4-yl)acetate). Isolated yield 80.1%. Reaction SMILES: [CH3:1][C:2]1([CH3:16])[C:7](=[O:8])[NH:6][C:5]2[CH:9]=[C:10]([N+:13]([O-:15])=[O:14])[CH:11]=[CH:12][C:4]=2[O:3]1.Br[CH2:18][C:19]([O:21][CH2:22][CH3:23])=[O:20].C(=O)([O-])[O-].[K+].[K+].C(#N)C>CN(C)C=O>[CH3:1][C:2]1([CH3:16])[C:7](=[O:8])[N:6]([CH2:18][C:19]([O:21][CH2:22][CH3:23])=[O:20])[C:5]2[CH:9]=[C:10]([N+:13]([O-:15])=[O:14])[CH:11]=[CH:12][C:4]=2[O:3]1 |f:2.3.4|. Procedure details: A mixture of 6.66 g of 3,4-dihydro-2,2-dimethyl-6-nitro-3-oxo-2H-1,4-benzoxazine, 5.51 g of ethyl bromoacetate, 4.5.6 g of potassium carbonate and 20 ml of acetonitrile was refluxed under heating for 2.5 hours. Then, 10 ml of N,N-dimethylformamide was added and the mixture was stirred at 80° C. for 2 hours. To this mixture was added 2-80 g of ethyl bromoacetate. After an hour of stirring at 80° C., 2.28 g of potassium carbonate was added and the mixture was further stirred at 80° C. for 1 hour. ...